From a dataset of the Open Reaction Database (ORD), a public repository of structured organic reaction records. describe an organic reaction: reactants, conditions, products, and yield Reported procedure: A mixture of 14 g of the resin P-2 obtained in Production Example 2 of dispersion stabilizing resin, 85 g of vinyl acetate, 15 g of N-vinylpyrrolidone, 1.2 g of the macromonomer M-1 obtained in Production Example 1 of macromonomer, and 380 g of n-decane was heated to 75° C. with stirring under nitrogen gas stream. After adding thereto 1.7 g of A.I.B.N., the reaction was carried out for 4 hours and, after further adding thereto 0.5 g of A.I.B.N., the reaction was carried out for 2 hours. After co... Reaction SMILES: C(O[CH:5]=[CH2:6])(=O)C.C(N1[CH2:13][CH2:12][CH2:11][C:10]1=O)=C>>[CH3:10][CH2:11][CH2:12][CH2:13][CH2:13][CH2:12][CH2:11][CH2:10][CH2:5][CH3:6]. Yield: 3957.8%. Product: CCCCCCCCCC (n-decane). Reactants: resin, C(C)(=O)OC=C (vinyl acetate), C(=C)N1C(CCC1)=O (N-vinylpyrrolidone). Starting materials: Cl.ClC1CCCC=2C=CC(NC12)=O (8-chloro-5,6,7,8-tetrahydro-2-quinolone hydrochloride), NC1=CC=CC=C1 (aniline), 8-aniline 5,6,7,8-tetrahydro-2-quinolone. Yields the product N(C1=CC=CC=C1)C1CCCC=2C=CC(NC12)=O (8-anilino-5,6,7,8-tetrahydro-2-quinolone). As a reaction SMILES: Cl.Cl[CH:3]1[C:12]2[NH:11][C:10](=[O:13])[CH:9]=[CH:8][C:7]=2[CH2:6][CH2:5][CH2:4]1.[NH2:14][C:15]1[CH:20]=[CH:19][CH:18]=[CH:17][CH:16]=1>C(O)(C)C>[NH:14]([CH:3]1[C:12]2[NH:11][C:10](=[O:13])[CH:9]=[CH:8][C:7]=2[CH2:6][CH2:5][CH2:4]1)[C:15]1[CH:20]=[CH:19][CH:18]=[CH:17][CH:16]=1 |f:0.1|. The solvent is C(C)(C)O (isopropanol). Procedure: 110 g (0.5 mol) of 8-chloro-5,6,7,8-tetrahydro-2-quinolone hydrochloride are suspended in 800 ml of isopropanol and at 80° C. 186 g (2.0 mols) of aniline are added dropwise. A clear solution gradually forms which is refluxed for 10 minutes. The colorless crystalline 8-aniline-5,6,7,8-tetrahydro-2-quinolone separating on cooling is filtered off with suction and washed with acetonitrile. It is obtained in a yield of 94 g, corresponding to 78.3% of the theory and melts at 225° C. Starting materials: [Si](C)(C)(C(C)(C)C)O[C@@H]1C[C@H](N(C1)C(=O)OCC1=CC=C(C=C1)[N+](=O)[O-])COS(=O)(=O)C ((2S,4R)-4-t-butyldimethylsilyloxy-2-methanesulfonyloxymethyl-1-(4nitrobenzyloxycarbonyl)pyrrolidine), ice water, [H-].[Na+] (sodium hydride), SC1=NN=NN1C (5-mercapto-1-methyl-1H-tetrazole). The solvent is CN(C=O)C (N,N-dimethylformamide), CN(C=O)C (N,N-dimethylformamide). Reaction conditions: time 30 minute. Product: [Si](C)(C)(C(C)(C)C)O[C@@H]1C[C@H](N(C1)C(=O)OCC1=CC=C(C=C1)[N+](=O)[O-])CSC1=NN=NN1C ((2S,4R)-4-t-butyldimethylsilyloxy-2-(1-methyl-1H-tetrazol- 5-yl)thiomethyl-1-(4-nitrobenzyloxycarbonyl)pyrrolidine). The yield is 53.8%. RXN SMILES: [H-].[Na+].[SH:3][C:4]1[N:8]([CH3:9])[N:7]=[N:6][N:5]=1.[Si:10]([O:17][C@H:18]1[CH2:22][N:21]([C:23]([O:25][CH2:26][C:27]2[CH:32]=[CH:31][C:30]([N+:33]([O-:35])=[O:34])=[CH:29][CH:28]=2)=[O:24])[C@H:20]([CH2:36]OS(C)(=O)=O)[CH2:19]1)([C:13]([CH3:16])([CH3:15])[CH3:14])([CH3:12])[CH3:11]>CN(C)C=O>[Si:10]([O:17][C@H:18]1[CH2:22][N:21]([C:23]([O:25][CH2:26][C:27]2[CH:28]=[CH:29][C:30]([N+:33]([O-:35])=[O:34])=[CH:31][CH:32]=2)=[O:24])[C@H:20]([CH2:36][S:3][C:4]2[N:8]([CH3:9])[N:7]=[N:6][N:5]=2)[CH2:19]1)([C:13]([CH3:16])([CH3:15])[CH3:14])([CH3:12])[CH3:11] |f:0.1|. Reported procedure: To a suspension of sodium hydride (62.8% suspension in oil) (0.38 g) in N,N-dimethylformamide (12 ml) was added 5-mercapto-1-methyl-1H-tetrazole (1.14 g) under ice-cooling. The mixture was stirred at the same temperature for 30 minutes. This solution was added dropwise to a solution of (2S,4R)-4-t-butyldimethylsilyloxy-2-methanesulfonyloxymethyl-1-(4nitrobenzyloxycarbonyl)pyrrolidine (3.0 g) in N,N-dimethylformamide (60 ml) under ice-cooling. The mixture was stirred at 60°-70° C. for 2 hours. Th... Starting materials: N#CCBr, CC(C)(C)OC(=O)N1CCC(c2nc(-c3ccc(F)c(Cl)c3)c[nH]2)CC1, ClCCl, [Na+], [OH-]. The product is CC(C)(C)OC(=O)N1CCC(c2nc(-c3ccc(F)c(Cl)c3)cn2CC#N)CC1. RXN SMILES: [Br:29][CH2:30][C:31]#[N:32].[C:1]([CH3:2])([CH3:3])([CH3:4])[O:5][C:6](=[O:7])[N:8]1[CH2:9][CH2:10][CH:11]([c:14]2[nH:15][cH:16][c:17](-[c:19]3[cH:20][c:21]([Cl:26])[c:22]([F:25])[cH:23][cH:24]3)[n:18]2)[CH2:12][CH2:13]1.[Cl:33][CH2:34][Cl:35].[Na+:28].[OH-:27]>>[C:1]([CH3:2])([CH3:3])([CH3:4])[O:5][C:6](=[O:7])[N:8]1[CH2:9][CH2:10][CH:11]([c:14]2[n:15]([CH2:30][C:31]#[N:32])[cH:16][c:17](-[c:19]3[cH:20][c:21]([Cl:26])[c:22]([F:25])[cH:23][cH:24]3)[n:18]2)[CH2:12][CH2:13]1. The reactants are COC=1C(C=C(C(C1CCCCCCC\C=C/CCCCCCCC1=C(C(C=C(C1=O)OC)=O)OC)=O)OC)=O (1,16-bis(2,5-dimethoxy-1,4-benzoquinon-3-yl)-cis-8-hexadecene), ClC=1C=C(C(=O)O)C=CC1 (m-chlorobenzoic acid). The solvent is C(Cl)Cl (methylene chloride). Reaction conditions: time 1 hour. Yields the product COC=1C(C=C(C(C1CCCCCCCC1C(CCCCCCCC2=C(C(C=C(C2=O)OC)=O)OC)O1)=O)OC)=O (1,16-bis(2,5-dimethoxy-1,4-benzoquinon-3-yl)-8,9-epoxyhexadecane). Reaction SMILES: [CH3:1][O:2][C:3]1[C:4](=[O:40])[CH:5]=[C:6]([O:38][CH3:39])[C:7](=[O:37])[C:8]=1[CH2:9][CH2:10][CH2:11][CH2:12][CH2:13][CH2:14][CH2:15]/[CH:16]=[CH:17]\[CH2:18][CH2:19][CH2:20][CH2:21][CH2:22][CH2:23][CH2:24][C:25]1[C:30](=[O:31])[C:29]([O:32][CH3:33])=[CH:28][C:27](=[O:34])[C:26]=1[O:35][CH3:36].ClC1C=C(C=CC=1)C(O)=[O:46]>C(Cl)Cl>[CH3:1][O:2][C:3]1[C:4](=[O:40])[CH:5]=[C:6]([O:38][CH3:39])[C:7](=[O:37])[C:8]=1[CH2:9][CH2:10][CH2:11][CH2:12][CH2:13][CH2:14][CH2:15][CH:16]1[O:46][CH:17]1[CH2:18][CH2:19][CH2:20][CH2:21][CH2:22][CH2:23][CH2:24][C:25]1[C:30](=[O:31])[C:29]([O:32][CH3:33])=[CH:28][C:27](=[O:34])[C:26]=1[O:35][CH3:36]. Procedure details: 9 Milligrams of 1,16-bis(2,5-dimethoxy-1,4-benzoquinon-3-yl)-cis-8-hexadecene was dissolved in 1 ml of methylene chloride, then to this solution was added 8 mg of m-chlorobenzoic acid and the mixture was stirred at room temperature for 1 hour. After the completion of the reaction, the solvent was removed by evaporation under reduced pressure, and the residue obtained was purified by means of a preparative thin layer chromatography [adsrobent: "Silica gel 60 F254 " manufactured by E. Merck A. G.,... The reactants are C(C1=CC=CC=C1)N1CC(OCC1=O)COC1=C(C=CC=C1)CC1=CC=CS1 (4-benzyl-2-[2-(2-thenyl)phenoxymethyl]-morpholin-5-one), [H-].[Al+3].[Li+].[H-].[H-].[H-] (lithium aluminum hydride), [C@@H]([C@H](C(=O)[O-])O)(C(=O)[O-])O.[Na+].[K+] (Rochelle salt), C(C)(=O)OCC (ethyl acetate). Solvent: C1=CC=CC=C1 (benzene), CCOCC (ether), O (water). Product: C(C1=CC=CC=C1)N1CC(OCC1)COC1=C(C=CC=C1)CC1=CC=CS1 (4-benzyl-2-[2-(2-thenyl)phenoxymethyl]morpholine). Yield: 90.2%. Reaction SMILES: [CH2:1]([N:8]1[C:13](=O)[CH2:12][O:11][CH:10]([CH2:15][O:16][C:17]2[CH:22]=[CH:21][CH:20]=[CH:19][C:18]=2[CH2:23][C:24]2[S:28][CH:27]=[CH:26][CH:25]=2)[CH2:9]1)[C:2]1[CH:7]=[CH:6][CH:5]=[CH:4][CH:3]=1.[H-].[Al+3].[Li+].[H-].[H-].[H-].C(OCC)(=O)C.[C@H](O)(C([O-])=O)[C@@H](O)C([O-])=O.[Na+].[K+]>C1C=CC=CC=1.CCOCC.O>[CH2:1]([N:8]1[CH2:13][CH2:12][O:11][CH:10]([CH2:15][O:16][C:17]2[CH:22]=[CH:21][CH:20]=[CH:19][C:18]=2[CH2:23][C:24]2[S:28][CH:27]=[CH:26][CH:25]=2)[CH2:9]1)[C:2]1[CH:3]=[CH:4][CH:5]=[CH:6][CH:7]=1 |f:1.2.3.4.5.6,8.9.10|. Reported procedure: A solution of 23 g of 4-benzyl-2-[2-(2-thenyl)phenoxymethyl]-morpholin-5-one in 200 ml of benzene was added dropwise to a suspension of 7 g of lithium aluminum hydride in 200 ml of ether with stirring and cooling. The resulting mixture was heated under reflux with stirring for 5 hours. To the mixture was added 10 ml of ethyl acetate, and the whole mixture was stirred for 30 minutes. To the mixture were added water under cooling and then 300 ml of a saturated aqueous Rochelle salt solution, and t...